From a dataset of the Open Reaction Database (ORD), a public repository of structured organic reaction records. describe an organic reaction: reactants, conditions, products, and yield Reactants: solution, B(Cl)(Cl)Cl (boron trichloride), CCCCCCC (heptane), C([O-])(O)=O.[Na+] (sodium bicarbonate), COC1=C(C(=O)C2=C(C=CC=C2)OC)C=CC=C1 (2,2′-dimethoxybenzophenone). Run in ClCCl (dichloromethane). Reaction conditions: time 75 minute. Product: OC1=C(C(=O)C2=C(C=CC=C2)OC)C=CC=C1 (2-hydroxy-2′-methoxybenzophenone). RXN SMILES: [CH3:1][O:2][C:3]1[CH:18]=[CH:17][CH:16]=[CH:15][C:4]=1[C:5]([C:7]1[CH:12]=[CH:11][CH:10]=[CH:9][C:8]=1[O:13]C)=[O:6].B(Cl)(Cl)Cl.CCCCCCC.C(=O)(O)[O-].[Na+]>ClCCl>[OH:13][C:8]1[CH:9]=[CH:10][CH:11]=[CH:12][C:7]=1[C:5]([C:4]1[CH:15]=[CH:16][CH:17]=[CH:18][C:3]=1[O:2][CH3:1])=[O:6] |f:3.4|. Procedure details: This procedure is based on that reported in Tetrahedron Lett., 1966, 4153. To a solution of 2,2′-dimethoxybenzophenone (11) (6.7 g, 0.0277 mol) in anhydrous dichloromethane (95 mL) cooled to −65° C. under nitrogen was added 52 mL of a 1.0 M solution of boron trichloride in heptane (0.052 mol). The mixture was allowed to warm to room temperature and stirred for 75 minutes. The reaction mixture was slowly poured into a cold (0° C.) solution of saturated aqueous sodium bicarbonate, which was then e... The product is FC=1C(=C(C=C(C1F)F)CC(=O)OCC)O (ethyl (3,4,5-trifluoro-2-hydroxyphenyl)acetate). Reaction conditions: temperature 80 celsius, time 8 hour. The reactants are FC=1C(=C(C=C(C1F)F)CC(=O)O)O ((3,4,5-trifluoro-2-hydroxyphenyl)acetic acid), S(O)(O)(=O)=O (sulfuric acid), C(C)O (ethanol), C(O)([O-])=O.[Na+] (sodium hydrogen carbonate). RXN SMILES: [F:1][C:2]1[C:3]([OH:14])=[C:4]([CH2:10][C:11]([OH:13])=[O:12])[CH:5]=[C:6]([F:9])[C:7]=1[F:8].S(=O)(=O)(O)O.C(=O)([O-])O.[Na+].[CH2:25](O)[CH3:26]>>[F:1][C:2]1[C:3]([OH:14])=[C:4]([CH2:10][C:11]([O:13][CH2:25][CH3:26])=[O:12])[CH:5]=[C:6]([F:9])[C:7]=1[F:8] |f:2.3|. Procedure details: A mixture of (3,4,5-trifluoro-2-hydroxyphenyl)acetic acid (6.0 g), sulfuric acid (0.016 mL) and ethanol (50 mL) was stirred at 80° C. overnight, neutralized with saturated aqueous sodium hydrogen carbonate solution, and concentrated under reduced pressure. The residue was purified by silica gel column chromatography (ethyl acetate/hexane) to give the title compound (5.6 g). Reported procedure: By using N-[4-(2,4-dioxo-1,2,3,4-tetrahydronaphtho[1,2-b][1,4]diazepin-5-yl)phenyl]-2-nitrobenzenesulfonamide obtained in Example 145, and 2-iodoethanol, the title compound was obtained in the same manner as that of Example 152. The product is O=C1CC(N(C2=C(N1)C1=CC=CC=C1C=C2)C2=CC=C(C=C2)N(S(=O)(=O)C2=C(C=CC=C2)[N+](=O)[O-])CCO)=O (N-[4-(2,4-Dioxo-1,2,3,4-tetrahydronaphtho[1,2-b][1,4]diazepin-5-yl)phenyl]-N-(2-hydroxyethyl)-2-nitrobenzene sulfonamide). The reactants are O=C1CC(N(C2=C(N1)C1=CC=CC=C1C=C2)C2=CC=C(C=C2)NS(=O)(=O)C2=C(C=CC=C2)[N+](=O)[O-])=O (N-[4-(2,4-Dioxo-1,2,3,4-tetrahydronaphtho[1,2-b][1,4]diazepin-5-yl)phenyl]-2-nitrobenzenesulfonamide), ICCO (2-iodoethanol). As a reaction SMILES: [O:1]=[C:2]1[NH:8][C:7]2[C:9]3[C:14]([CH:15]=[CH:16][C:6]=2[N:5]([C:17]2[CH:22]=[CH:21][C:20]([NH:23][S:24]([C:27]4[CH:32]=[CH:31][CH:30]=[CH:29][C:28]=4[N+:33]([O-:35])=[O:34])(=[O:26])=[O:25])=[CH:19][CH:18]=2)[C:4](=[O:36])[CH2:3]1)=[CH:13][CH:12]=[CH:11][CH:10]=3.I[CH2:38][CH2:39][OH:40]>>[O:1]=[C:2]1[NH:8][C:7]2[C:9]3[C:14]([CH:15]=[CH:16][C:6]=2[N:5]([C:17]2[CH:22]=[CH:21][C:20]([N:23]([CH2:38][CH2:39][OH:40])[S:24]([C:27]4[CH:32]=[CH:31][CH:30]=[CH:29][C:28]=4[N+:33]([O-:35])=[O:34])(=[O:26])=[O:25])=[CH:19][CH:18]=2)[C:4](=[O:36])[CH2:3]1)=[CH:13][CH:12]=[CH:11][CH:10]=3. Reactants: Fc1cc(Br)ccc1I, C#Cc1ccc(CCC)cc1, CCNCC, Cl, [Cu]I. Product: CCCc1ccc(C#Cc2ccc(Br)cc2F)cc1. RXN SMILES: [Br:1][c:2]1[cH:3][c:4]([F:9])[c:5]([I:8])[cH:6][cH:7]1.[CH2:10]([CH2:11][CH3:12])[c:13]1[cH:14][cH:15][c:16]([C:19]#[CH:20])[cH:17][cH:18]1.[CH2:22]([NH:23][CH2:24][CH3:25])[CH3:26].[ClH:21].[Cu:27][I:28]>>[Br:1][c:2]1[cH:3][c:4]([F:9])[c:5]([C:20]#[C:19][c:16]2[cH:15][cH:14][c:13]([CH2:10][CH2:11][CH3:12])[cH:18][cH:17]2)[cH:6][cH:7]1. The reactants are [F-].C(CCC)[N+](CCCC)(CCCC)CCCC (tetrabutylammonium fluoride), solution, ClC1=C(C=C2C(=NN(C2=C1)COCC[Si](C)(C)C)NC(CCC)=O)C1=CC=NC=C1 (N-[6-chloro-5-(4-pyridyl)-1-[[2-(trimethylsilyl)ethoxy]methyl]-1H-indazol-3-yl]butanamide). The solvent is O1CCCC1 (tetrahydrofuran), O1CCCC1 (tetrahydrofuran), C(C)(=O)OCC (ethyl acetate), C(O)([O-])=O.[Na+] (sodium hydrogen carbonate). Product: ClC1=C(C=C2C(=NNC2=C1)NC(CCC)=O)C1=CC=NC=C1 (N-[6-chloro-5-(4-pyridyl)-1H-indazol-3-yl]butanamide). Yield: 58.8%. As a reaction SMILES: [F-].C([N+](CCCC)(CCCC)CCCC)CCC.[Cl:19][C:20]1[CH:28]=[C:27]2[C:23]([C:24]([NH:37][C:38](=[O:42])[CH2:39][CH2:40][CH3:41])=[N:25][N:26]2COCC[Si](C)(C)C)=[CH:22][C:21]=1[C:43]1[CH:48]=[CH:47][N:46]=[CH:45][CH:44]=1>O1CCCC1.C(OCC)(=O)C.C(=O)([O-])O.[Na+]>[Cl:19][C:20]1[CH:28]=[C:27]2[C:23]([C:24]([NH:37][C:38](=[O:42])[CH2:39][CH2:40][CH3:41])=[N:25][NH:26]2)=[CH:22][C:21]=1[C:43]1[CH:44]=[CH:45][N:46]=[CH:47][CH:48]=1 |f:0.1,5.6|. Procedure: 10.4 cm3 of tetrabutylammonium fluoride as a 1M solution in tetrahydrofuran are added to 770 mg of N-[6-chloro-5-(4-pyridyl)-1-[[2-(trimethylsilyl)ethoxy]methyl]-1H-indazol-3-yl]butanamide, described previously, in 30 cm3 of tetrahydrofuran, and the mixture is refluxed for 18 hours. The reaction medium is diluted with 75 cm3 of ethyl acetate and 75 cm3 of saturated sodium hydrogen carbonate solution. The organic phase is separated out after settling of the phases has taken place, washed with 50 ... The reactants are CC(C)(C)c1csc(-c2cc3cc(OCc4ccccc4CC(C(=O)O)C(=O)O)ccc3o2)n1, Cc1ccccc1C. Product: CC(C)(C)c1csc(-c2cc3cc(OCc4ccccc4CCC(=O)O)ccc3o2)n1. RXN SMILES: [C:1]([CH3:2])([CH3:3])([CH3:4])[c:5]1[n:6][c:7](-[c:10]2[o:11][c:12]3[c:13]([cH:14]2)[cH:15][c:16]([O:19][CH2:20][c:21]2[c:22]([CH2:27][CH:28]([C:29](=[O:30])[OH:31])[C:32]([OH:33])=[O:34])[cH:23][cH:24][cH:25][cH:26]2)[cH:17][cH:18]3)[s:8][cH:9]1.[c:35]1([CH3:36])[c:37]([CH3:38])[cH:39][cH:40][cH:41][cH:42]1>>[C:1]([CH3:2])([CH3:3])([CH3:4])[c:5]1[n:6][c:7](-[c:10]2[o:11][c:12]3[c:13]([cH:14]2)[cH:15][c:16]([O:19][CH2:20][c:21]2[c:22]([CH2:27][CH2:28][C:29](=[O:30])[OH:31])[cH:23][cH:24][cH:25][cH:26]2)[cH:17][cH:18]3)[s:8][cH:9]1. Reactants: C(C(O)C)(=O)OCC(=O)OC (2-Methoxy-2-oxoethyl lactate), [C@]12(C(=O)CC(CC1)C2(C)C)CS(=O)(=O)O ((1S)-(+)-10-camphor-sulfonic acid), 4A. Solvent: C1(=CC=CC=C1)C (toluene), C1(=CC=CC=C1)C (toluene), C1(=CC=CC=C1)C (toluene). Run at time 6 hour. Product: CC1C(OCC(O1)=O)=O (3-methyl-l,4-dioxane-2,5-dione). As a reaction SMILES: [C:1]([O:6][CH2:7][C:8]([O:10]C)=[O:9])(=[O:5])[CH:2]([CH3:4])O.[C@]12(CS(O)(=O)=O)C(C)(C)C(CC1)CC2=O>C1(C)C=CC=CC=1>[CH3:4][CH:2]1[O:10][C:8](=[O:9])[CH2:7][O:6][C:1]1=[O:5]. Procedure details: 2-Methoxy-2-oxoethyl lactate (123 mg, 0.76 mmol), prepared as described in Example 1, was added to 25 mL of refluxing toluene containing (1S)-(+)-10-camphor-sulfonic acid (8.8 mg, 0.038 mmol). The refluxing toluene was made to pass through ca. 8 mL of crushed molecular sieves (type 4A) before returning to the reaction vessel. After 6 hr, the reaction mixture was cooled to room temperature, applied to a 40 mL silica gel column equilibrated in toluene and eluted with ethyl acetate. The ethyl aceta... Reactants: CC=1C=NC(=C(C1OC)C)C[S+](C=2NC=3C=CC(=CC3N2)OC)[O-] (omeprazole), C1(=CC=CC=C1)C([C@@H](O)C1=CC=CC=C1)(O)C1=CC=CC=C1 ((S)-1,1,2-triphenyl-1,2-ethanediol). The solvent is C1(=CC=CC=C1)C.CCCCCCC (toluene heptane). Reaction conditions: time 1 hour. Product: CC1=CN=C(C(=C1OC)C)C[S@](=O)C2=NC3=C(N2)C=C(C=C3)OC ((S)-omeprazole). As a reaction SMILES: [CH3:1][C:2]1[CH:3]=[N:4][C:5]([CH2:11][S+:12]([O-:24])[C:13]2[NH:14][C:15]3[CH:16]=[CH:17][C:18]([O:22][CH3:23])=[CH:19][C:20]=3[N:21]=2)=[C:6]([CH3:10])[C:7]=1[O:8][CH3:9].C1(C(C2C=CC=CC=2)(O)[C@H](C2C=CC=CC=2)O)C=CC=CC=1>C1(C)C=CC=CC=1.CCCCCCC>[CH3:1][C:2]1[C:7]([O:8][CH3:9])=[C:6]([CH3:10])[C:5]([CH2:11][S@@:12]([C:13]2[NH:21][C:20]3[CH:19]=[C:18]([O:22][CH3:23])[CH:17]=[CH:16][C:15]=3[N:14]=2)=[O:24])=[N:4][CH:3]=1 |f:2.3|. Reported procedure: A mixture of omeprazole (5 g, 14.5 mmol) and (S)-1,1,2-triphenyl-1,2-ethanediol (6.30 g, 21.7 mmol) was dissolved in a minimum of a toluene/heptane mixture (0.84:0.16, 190 ml) at 100° C. On dissolution, the solution was cooled to ambient temperature slowly with vigorous stirring, and on reaching this temperature was stirred for a further 1 h. The precipitate was filtered, was washed with a toluene/heptane mixture (3:1, 2×50 ml) and was dried in vacuo to afford (S)-omeprazole.2[(S)-1,1,2-tripheny... The reactants are C(I)I (CH2I2), [Zn](CC)CC (Et2Zn), CC1(C(=C(C(O1)=O)OCC(=C)C)C1=CC=C(C=C1)S(=O)(=O)C)C (5,5-dimethyl-3-(2-methylallyloxy)-4-(4-methylsulfonylphenyl)-5H-furan-2-one). Run in C(CCl)Cl (ClCH2CH2Cl). Conditions: time 5 minute. Yields the product CC1(C(=C(C(O1)=O)OCC1(CC1)C)C1=CC=C(C=C1)S(=O)(=O)C)C (5,5-Dimethyl-3-[(1-methylcyclopropyl)methoxy]-4-(4-methylsulfonyl-phenyl)-5H-furan-2-one). As a reaction SMILES: [Zn](CC)[CH2:2]C.C(I)I.[CH3:9][C:10]1([CH3:31])[O:14][C:13](=[O:15])[C:12]([O:16][CH2:17][C:18]([CH3:20])=[CH2:19])=[C:11]1[C:21]1[CH:26]=[CH:25][C:24]([S:27]([CH3:30])(=[O:29])=[O:28])=[CH:23][CH:22]=1>C(Cl)CCl>[CH3:9][C:10]1([CH3:31])[O:14][C:13](=[O:15])[C:12]([O:16][CH2:17][C:18]2([CH3:2])[CH2:20][CH2:19]2)=[C:11]1[C:21]1[CH:22]=[CH:23][C:24]([S:27]([CH3:30])(=[O:28])=[O:29])=[CH:25][CH:26]=1. Procedure details: To a solution of Et2Zn (0.82 mL) in 50 mL of ClCH2CH2Cl cooled at 0∞C. was added 1.3 mL of CH2I2 slowly. The mixture was stirred for 5 min. and treated with 0.63 g of the olefin of example 18 at 0∞C. The mixture was stirred for 20 min. at 0∞C. and 3 h at room temperature. The reaction was quenched by addition of 50 mL of saturated NH4Cl solution and the product was extracted with EtOAc (200 mL) The extract was dried over MgSO4, filtered and concentrated. The crude product was purified by flash c... The reactants are C, CCOC(Cc1ccc(OCc2ccccc2)cc1)C(=O)OC, CO, [Pd]. Yields the product CCOC(Cc1ccc(O)cc1)C(=O)OC. RXN SMILES: [C:26].[CH2:1]([CH3:2])[O:3][CH:4]([C:5](=[O:6])[O:7][CH3:8])[CH2:9][c:10]1[cH:11][cH:12][c:13]([O:16][CH2:17][c:18]2[cH:19][cH:20][cH:21][cH:22][cH:23]2)[cH:14][cH:15]1.[CH3:24][OH:25].[Pd:27]>>[CH2:1]([CH3:2])[O:3][CH:4]([C:5](=[O:6])[O:7][CH3:8])[CH2:9][c:10]1[cH:11][cH:12][c:13]([OH:16])[cH:14][cH:15]1.